Dataset: the Open Reaction Database (ORD), a public repository of structured organic reaction records. Task: describe an organic reaction: reactants, conditions, products, and yield Starting materials: CN1CCCC1=O, COc1ccc(CN(c2cc(Cl)nn3c(C(=O)Nc4ccnc(Cl)c4)cnc23)C2CC2)cc1, NC1CCOCC1. Product: COc1ccc(CN(c2cc(NC3CCOCC3)nn3c(C(=O)Nc4ccnc(Cl)c4)cnc23)C2CC2)cc1. As a reaction SMILES: [CH3:41][N:42]1[CH2:43][CH2:44][CH2:45][C:46]1=[O:47].[Cl:8][c:9]1[cH:10][c:11]([N:28]([CH2:29][c:30]2[cH:31][cH:32][c:33]([O:36][CH3:37])[cH:34][cH:35]2)[CH:38]2[CH2:39][CH2:40]2)[c:12]2[n:13]([n:14]1)[c:15]([C:18](=[O:19])[NH:20][c:21]1[cH:22][c:23]([Cl:27])[n:24][cH:25][cH:26]1)[cH:16][n:17]2.[O:1]1[CH2:2][CH2:3][CH:4]([NH2:7])[CH2:5][CH2:6]1>>[O:1]1[CH2:2][CH2:3][CH:4]([NH:7][c:9]2[cH:10][c:11]([N:28]([CH2:29][c:30]3[cH:31][cH:32][c:33]([O:36][CH3:37])[cH:34][cH:35]3)[CH:38]3[CH2:39][CH2:40]3)[c:12]3[n:13]([n:14]2)[c:15]([C:18](=[O:19])[NH:20][c:21]2[cH:22][c:23]([Cl:27])[n:24][cH:25][cH:26]2)[cH:16][n:17]3)[CH2:5][CH2:6]1. Reactants: CC(C)(C)c1csc(NC(=O)c2ccn3c(=O)c(C=O)c(N4CCOCC4)nc3c2)n1, [Cl-], COC(=O)CP(=O)(OCC(F)(F)F)OCC(F)(F)F, [Li+], C1CCC2=NCCCN2CC1, C1CCOC1. The product is COC(=O)C=Cc1c(N2CCOCC2)nc2cc(C(=O)Nc3nc(C(C)(C)C)cs3)ccn2c1=O. Reaction SMILES: [C:1]([CH3:2])([CH3:3])([CH3:4])[c:5]1[n:6][c:7]([NH:10][C:11](=[O:12])[c:13]2[cH:14][c:15]3[n:16]([c:17](=[O:29])[c:18]([CH:27]=[O:28])[c:19]([N:21]4[CH2:22][CH2:23][O:24][CH2:25][CH2:26]4)[n:20]3)[cH:30][cH:31]2)[s:8][cH:9]1.[Cl-:33].[F:34][C:35]([F:36])([F:37])[CH2:38][O:39][P:40](=[O:41])([O:42][CH2:43][C:44]([F:45])([F:51])[F:52])[CH2:46][C:47](=[O:48])[O:49][CH3:50].[Li+:32].[N:53]12[CH2:54][CH2:55][CH2:56][N:57]=[C:58]1[CH2:59][CH2:60][CH2:61][CH2:62][CH2:63]2.[O:64]1[CH2:65][CH2:66][CH2:67][CH2:68]1>>[C:1]([CH3:2])([CH3:3])([CH3:4])[c:5]1[n:6][c:7]([NH:10][C:11](=[O:12])[c:13]2[cH:14][c:15]3[n:16]([c:17](=[O:29])[c:18]([CH:27]=[CH:46][C:47](=[O:48])[O:49][CH3:50])[c:19]([N:21]4[CH2:22][CH2:23][O:24][CH2:25][CH2:26]4)[n:20]3)[cH:30][cH:31]2)[s:8][cH:9]1. Reported procedure: 1.1 g of 3-(4-chloromethylphenyl)-5(R)-[4-(1,2di-benzyloxycarbonylethyl)piperazinomethyl]oxazolidin-2-one [obtainable by reaction of 4-chloromethylaniline with 2,3-epoxypropan-1-ol to give N-(4-chloro-methylphenyl)-2,3-dihydroxypropylamine, reaction with diethyl carbonate in the presence of K tert-butoxide to give 3-(4-chloromethylphenyl)-5-hydroxymethyl-oxazolidin-2-one, subsequent esterification with methanesulfonyl chloride and reaction with 1-(1,2-dibenzyloxycarbonylethyl)piperazine], dissol... The reactants are ClCC1=CC=C(C=C1)N1C(O[C@@H](C1)CN1CCN(CC1)C(CC(=O)OCC1=CC=CC=C1)C(=O)OCC1=CC=CC=C1)=O (3-(4-chloromethylphenyl)-5(R)-[4-(1,2di-benzyloxycarbonylethyl)piperazinomethyl]oxazolidin-2-one), ClCC1=CC=C(N)C=C1 (4-chloromethylaniline), O1C(CO)C1 (2,3-epoxypropan-1-ol), ClC1=CC(=C(C=C1)NCC(CO)O)C (N-(4-chloro-methylphenyl)-2,3-dihydroxypropylamine), C(OCC)(OCC)=O (diethyl carbonate), CC(C)([O-])C (tert-butoxide). RXN SMILES: [Cl:1][CH2:2][C:3]1[CH:8]=[CH:7][C:6]([N:9]2[CH2:13][C@@H:12]([CH2:14]N3CCN(C(C(OCC4C=CC=CC=4)=O)CC(OCC4C=CC=CC=4)=O)CC3)[O:11][C:10]2=[O:43])=[CH:5][CH:4]=1.ClCC1C=CC(N)=CC=1.[O:53]1CC1CO.ClC1C=CC(NCC(O)CO)=C(C)C=1.C(=O)(OCC)OCC.CC(C)([O-])C>>[Cl:1][CH2:2][C:3]1[CH:4]=[CH:5][C:6]([N:9]2[CH2:13][CH:12]([CH2:14][OH:53])[O:11][C:10]2=[O:43])=[CH:7][CH:8]=1. Yields the product ClCC1=CC=C(C=C1)N1C(OC(C1)CO)=O (3-(4-chloromethylphenyl)-5-hydroxymethyl-oxazolidin-2-one).